This data is from the Open Reaction Database (ORD), a public repository of structured organic reaction records. The task is: describe an organic reaction: reactants, conditions, products, and yield The reactants are FC(C(=O)O)(F)F (Trifluoroacetic acid), C(C)(C)(C)OC(NC=1N=C(N(C1)C)C(NC=1C(=NNC1)C(NC1=CC=C(C=C1)F)=O)=O)=O ({2-[3-(4-fluoro-phenylcarbamoyl)-1H-pyrazol-4-ylcarbamoyl]-1-methyl-1H-imidazol-4-yl}-carbamic acid tert-butyl ester). The solvent is ClCCl (dichloromethane). Reaction conditions: time 2 hour. Yields the product FC1=CC=C(C=C1)NC(=O)C1=NNC=C1NC(=O)C=1N(C=C(N1)N)C (4-[(4-amino-1-methyl-1H-imidazole-2-carbonyl)-amino]-1H-pyrazole-3-carboxylic acid (4-fluoro-phenyl)-amide). Yield: 64.6%. RXN SMILES: FC(F)(F)C(O)=O.C(OC(=O)[NH:14][C:15]1[N:16]=[C:17]([C:21](=[O:38])[NH:22][C:23]2[C:24]([C:28](=[O:37])[NH:29][C:30]3[CH:35]=[CH:34][C:33]([F:36])=[CH:32][CH:31]=3)=[N:25][NH:26][CH:27]=2)[N:18]([CH3:20])[CH:19]=1)(C)(C)C>ClCCl>[F:36][C:33]1[CH:34]=[CH:35][C:30]([NH:29][C:28]([C:24]2[C:23]([NH:22][C:21]([C:17]3[N:18]([CH3:20])[CH:19]=[C:15]([NH2:14])[N:16]=3)=[O:38])=[CH:27][NH:26][N:25]=2)=[O:37])=[CH:31][CH:32]=1. Reported procedure: Trifluoroacetic acid (200 μl) was added to a stirred suspension of {2-[3-(4-fluoro-phenylcarbamoyl)-1H-pyrazol-4-ylcarbamoyl]-1-methyl-1H-imidazol-4-yl}-carbamic acid tert-butyl ester (30 mg) in dichloromethane (5 ml), then stirred at room temperature for 2 hours. The solvent was evaporated then re-evaporated with toluene (2×10 ml). The residue was triturated with diethyl ether and the resultant solid collected by filtration. The solid was washed with diethyl ether then dried under vacuum to giv... The reactants are C(C1=CC=CC=C1)O (Benzyl alcohol), C([O-])([O-])=O.[K+].[K+] (potassium carbonate), C1(=CC=CC=C1)C (toluene), FC=1C=CC(=C(NC)C1)[N+](=O)[O-] (5-fluoro-N-methyl-2-nitroaniline). Reagents/catalysts: [Cl-].C(CCC)[N+](CCCC)(CCCC)CCCC (tetrabutyl ammonium chloride). Run in O (water). Run at temperature 65 celsius, time 1 hour. The product is C(C1=CC=CC=C1)OC=1C=CC(=C(NC)C1)[N+](=O)[O-] (5-benzyloxy-N-methyl-2-nitroaniline). The yield is 92.0%. As a reaction SMILES: [CH2:1]([OH:8])[C:2]1[CH:7]=[CH:6][CH:5]=[CH:4][CH:3]=1.C(=O)([O-])[O-].[K+].[K+].C1(C)C=CC=CC=1.F[C:23]1[CH:24]=[CH:25][C:26]([N+:31]([O-:33])=[O:32])=[C:27]([CH:30]=1)[NH:28][CH3:29]>[Cl-].C([N+](CCCC)(CCCC)CCCC)CCC.O>[CH2:1]([O:8][C:23]1[CH:24]=[CH:25][C:26]([N+:31]([O-:33])=[O:32])=[C:27]([CH:30]=1)[NH:28][CH3:29])[C:2]1[CH:7]=[CH:6][CH:5]=[CH:4][CH:3]=1 |f:1.2.3,6.7|. Reported procedure: Benzyl alcohol (49.6 mL, 0.48 mol), tetrabutyl ammonium chloride (6.66 g, 24.0 mmol) and potassium carbonate (40.0 g, 0.29 mol) were added to a toluene solution (200 mL) of 5-fluoro-N-methyl-2-nitroaniline (40.8 g, 0.24 mol), and the mixture was heated under reflux for 3.5 hours. The reaction solution was cooled, and 100 mL of water was added thereto. Thereafter, the mixture was stirred for 1 hour at 60 to 70° C. After the mixture was stirred under ice cooling for 30 minutes, precipitated crysta... Starting materials: N[C@@H](CC(=O)O)C ((3R)-3-aminobutanoic acid), B.C1CCOC1 (borane THF), CC=1C=CC(=C(C(=O)O)C1)N1N=CC=N1 (5-methyl-2-(2H-1,2,3-triazol-2-yl)benzoic acid), CO (Methanol). Solvent: C1CCOC1 (THF). Run at time 20 minute. The product is C[C@@H]1N([C@@H](OCC1)C(=O)OCC)C(C1=C(C=CC(=C1)C)N1N=CC=N1)=O (Ethyl (2S,4S)-4-methyl-3-[5-methyl-2-(2H-1,2,3-triazol-2-yl)benzoyl)-1,3-oxazinane-2-carboxylate). Reaction SMILES: [NH2:1][C@H:2]([CH3:7])[CH2:3][C:4](O)=[O:5].B.[CH2:9]1[CH2:13][O:12][CH2:11][CH2:10]1.C[OH:15].[CH3:16][C:17]1[CH:18]=[CH:19][C:20]([N:26]2[N:30]=[CH:29][CH:28]=[N:27]2)=[C:21]([CH:25]=1)[C:22]([OH:24])=O>C1COCC1>[CH3:7][C@H:2]1[CH2:3][CH2:4][O:5][C@@H:10]([C:11]([O:12][CH2:13][CH3:9])=[O:15])[N:1]1[C:22](=[O:24])[C:21]1[CH:25]=[C:17]([CH3:16])[CH:18]=[CH:19][C:20]=1[N:26]1[N:30]=[CH:29][CH:28]=[N:27]1 |f:1.2|. Procedure details: To a solution of (3R)-3-aminobutanoic acid (1.0 g, 9.7 mmol) in THF (10 mL), a solution of borane-THF in 0.9 mol/L (32.3 mL, 29.1 mmol) was added dropwise under cooling in an ice bath over a period of 1 hour, and the resulting mixture was stirred for 20 minutes at room temperature. The resulting mixture was heated to 80° C. and further stirred with heating for 6 hours. Methanol was added thereto under cooling in an ice bath, the reaction mixture was stirred for 30 minutes and then concentrated u... The reactants are C[Al](C)C, CCCCCCC, [Cl-], ClCCl, Cl, O=Cc1ccc(Cn2ncc([N+](=O)[O-])n2)o1, N#N, [NH4+]. Yields the product CC(O)c1ccc(Cn2ncc([N+](=O)[O-])n2)o1. As a reaction SMILES: [CH3:19][Al:20]([CH3:21])[CH3:22].[CH3:29][CH2:30][CH2:31][CH2:32][CH2:33][CH2:34][CH3:35].[Cl-:23].[Cl:26][CH2:27][Cl:28].[ClH:25].[N+:3](=[O:4])([O-:5])[c:6]1[n:7][n:8]([CH2:11][c:12]2[cH:13][cH:14][c:15]([CH:17]=[O:18])[o:16]2)[n:9][cH:10]1.[N:1]#[N:2].[NH4+:24]>>[N+:3](=[O:4])([O-:5])[c:6]1[n:7][n:8]([CH2:11][c:12]2[cH:13][cH:14][c:15]([CH:17]([OH:18])[CH3:19])[o:16]2)[n:9][cH:10]1.